This data is from the Open Reaction Database (ORD), a public repository of structured organic reaction records. The task is: describe an organic reaction: reactants, conditions, products, and yield Starting materials: CC(C)=O, CCOC(=O)n1nnnc1C1N2C(=O)C(NC(c3ccccc3)(c3ccccc3)c3ccccc3)C2SC1(C)C, Cc1ccc(S(=O)(=O)O)cc1. Product: CCOC(=O)n1nnnc1C1N2C(=O)C(N)C2SC1(C)C, Cc1ccc(S(=O)(=O)[O-])cc1. As a reaction SMILES: [CH3:52][C:53](=[O:54])[CH3:55].[c:1]1([C:2]([c:3]2[cH:4][cH:5][cH:6][cH:7][cH:8]2)([c:9]2[cH:10][cH:11][cH:12][cH:13][cH:14]2)[NH:20][CH:21]2[CH:22]3[N:23]([CH:24]([c:29]4[n:30][n:31][n:32][n:33]4[C:34](=[O:35])[O:36][CH2:37][CH3:38])[C:25]([CH3:27])([CH3:28])[S:26]3)[C:39]2=[O:40])[cH:15][cH:16][cH:17][cH:18][cH:19]1.[c:41]1([CH3:51])[cH:42][cH:43][c:44]([S:47](=[O:48])(=[O:49])[OH:50])[cH:45][cH:46]1>>[NH2:20][CH:21]1[CH:22]2[N:23]([CH:24]([c:29]3[n:30][n:31][n:32][n:33]3[C:34](=[O:35])[O:36][CH2:37][CH3:38])[C:25]([CH3:27])([CH3:28])[S:26]2)[C:39]1=[O:40].[c:41]1([CH3:51])[cH:42][cH:43][c:44]([S:47](=[O:48])(=[O:49])[O-:50])[cH:45][cH:46]1. Reactants: Cl(=O)(=O)(=O)O (perchloric acid), O1CCOCC1 (dioxane), C(C=1C(C(=O)[O-])=CC=CC1)(=O)O.[K+] (KHP). Solvent: C(C)(=O)O (acetic acid), C(C)(=O)O (acetic acid). The product is Cl(=O)(=O)(=O)O.O1CCOCC1 (perchloric acid dioxane), C(C=1C(C(=O)[O-])=CC=CC1)(=O)O.[K+] (potassium hydrogen phthalate). Reaction SMILES: [Cl:1]([OH:5])(=[O:4])(=[O:3])=[O:2].[O:6]1[CH2:11][CH2:10][O:9][CH2:8][CH2:7]1.[C:12]([OH:23])(=[O:22])[C:13]1[C:14](=[CH:18][CH:19]=[CH:20][CH:21]=1)[C:15]([O-:17])=[O:16].[K+:24]>C(O)(=O)C>[Cl:1]([OH:5])(=[O:4])(=[O:3])=[O:2].[O:6]1[CH2:11][CH2:10][O:9][CH2:8][CH2:7]1.[C:12]([OH:23])(=[O:22])[C:13]1[C:14](=[CH:18][CH:19]=[CH:20][CH:21]=1)[C:15]([O-:17])=[O:16].[K+:24] |f:2.3,5.6,7.8|. Reported procedure: The titrant solution (0.1 N perchloric acid/dioxane) was prepared by adding 9 ml of perchloric acid to 1000 ml dioxane, and was stored in a brown bottle. A stock solution of potassium hydrogen phthalate ("KHP") was prepared by dissolving 2.5452 g KHP (dried at 120° C. overnight) in 250 ml glacial acetic acid. A 10 ml aliquot of this solution was placed in a 500 ml beaker with an additional 50 ml of glacial acetic acid. Titrations were carried out with continuous stirring, and the millivoltage wa... The reactants are CC(C)(C)OC(=O)NCCCC(NC(=O)OCc1ccccc1)C(=O)NCCCC(NC(=O)OC(C)(C)C)C(=O)NCCNC(=O)OC(C)(C)C, CCO. The product is CC(C)(C)OC(=O)NCCCC(N)C(=O)NCCCC(NC(=O)OC(C)(C)C)C(=O)NCCNC(=O)OC(C)(C)C. RXN SMILES: [CH2:1]([O:2][C:3](=[O:4])[NH:11][CH:12]([CH2:13][CH2:14][CH2:15][NH:16][C:17](=[O:18])[O:19][C:20]([CH3:21])([CH3:22])[CH3:23])[C:24](=[O:25])[NH:26][CH2:27][CH2:28][CH2:29][CH:30]([NH:31][C:32](=[O:33])[O:34][C:35]([CH3:36])([CH3:37])[CH3:38])[C:39](=[O:40])[NH:41][CH2:42][CH2:43][NH:44][C:45](=[O:46])[O:47][C:48]([CH3:49])([CH3:50])[CH3:51])[c:5]1[cH:6][cH:7][cH:8][cH:9][cH:10]1.[CH3:52][CH2:53][OH:54]>>[NH2:11][CH:12]([CH2:13][CH2:14][CH2:15][NH:16][C:17](=[O:18])[O:19][C:20]([CH3:21])([CH3:22])[CH3:23])[C:24](=[O:25])[NH:26][CH2:27][CH2:28][CH2:29][CH:30]([NH:31][C:32](=[O:33])[O:34][C:35]([CH3:36])([CH3:37])[CH3:38])[C:39](=[O:40])[NH:41][CH2:42][CH2:43][NH:44][C:45](=[O:46])[O:47][C:48]([CH3:49])([CH3:50])[CH3:51]. Starting materials: Cl.Cl.Cl.FC1=C(CN2N=C(C=3C2=NC=CC3)C3=NC(=C(C(=N3)N)N)N)C=CC=C1 (2-[1-(2-Fluorobenzyl)-1H-pyrazolo[3,4-b]pyridin-3-yl]-4,5,6-pyrimidinetriamine trihydrochloride), N1=CC=CC=C1 (pyridine), ClC(=O)OC(C)C (isopropyl chloroformate). Solvent: ClCCl.CO (dichloromethane methanol). Yields the product NC1=NC(=NC(=C1NC(OC(C)C)=O)N)C1=NN(C2=NC=CC=C21)CC2=C(C=CC=C2)F (Isopropyl 4,6-diamino-2-[1-(2-fluorobenzyl)-1H-pyrazolo[3,4-b]pyridin-3-yl]-5-pyrimidinylcarbamate). Reaction SMILES: Cl.Cl.Cl.[F:4][C:5]1[CH:29]=[CH:28][CH:27]=[CH:26][C:6]=1[CH2:7][N:8]1[C:12]2=[N:13][CH:14]=[CH:15][CH:16]=[C:11]2[C:10]([C:17]2[N:22]=[C:21]([NH2:23])[C:20]([NH2:24])=[C:19]([NH2:25])[N:18]=2)=[N:9]1.N1C=CC=CC=1.Cl[C:37]([O:39][CH:40]([CH3:42])[CH3:41])=[O:38]>ClCCl.CO>[NH2:25][C:19]1[C:20]([NH:24][C:37](=[O:38])[O:39][CH:40]([CH3:42])[CH3:41])=[C:21]([NH2:23])[N:22]=[C:17]([C:10]2[C:11]3[C:12](=[N:13][CH:14]=[CH:15][CH:16]=3)[N:8]([CH2:7][C:6]3[CH:26]=[CH:27][CH:28]=[CH:29][C:5]=3[F:4])[N:9]=2)[N:18]=1 |f:0.1.2.3,6.7|. Procedure details: Prepared in analogy to Example 2 with 150 mg (0.43 mmol) of 2-[1-(2-fluorobenzyl)-1H-pyrazolo[3,4-b]pyridin-3-yl]-4,5,6-pyrimidinetriamine trihydrochloride from Example 8A, 7.5 ml of pyridine and 52.47 mg (0.43 mmol) of isopropyl chloroformate. The residue is taken up in a dichloromethane/methanol mixture, filtered and dried. Starting materials: C1=CC2=C(C=C1N=C=S)C(=O)OC23C4=C(C=C(C=C4)O)OC5=C3C=CC(=C5)O (fluorescein-5-isothiocyanate), C=1C=CC(=C(C1)C2=C3C=CC(=O)C=C3OC4=C2C=CC(=C4)O)C(=O)O (fluorescein), NN (hydrazine), C(C)(C)N(CC)C(C)C (diisopropylethylamine). Run in CN(C)C=O (DMF), CN(C)C=O (DMF). Run at time 12 hour. Yields the product C1=CC2=C(C=C1C(=O)O)C(=O)OC23C4=C(C=C(C=C4)O)OC5=C3C=CC(=C5)O (5-Carboxyfluorescein). As a reaction SMILES: NN.[CH:3]1[C:8](N=C=S)=[CH:7][C:6]2[C:12]([O:14][C:15]3([C:25]4[CH:26]=[CH:27][C:28]([OH:30])=[CH:29][C:24]=4[O:23][C:17]4[CH:18]=[C:19]([OH:22])[CH:20]=[CH:21][C:16]3=4)[C:5]=2[CH:4]=1)=[O:13].C(N(C(C)C)CC)(C)C.C1C=CC([C:62]([OH:64])=[O:63])=C(C2C3C=CC(O)=CC=3OC3C=2C=CC(C=3)=O)C=1>CN(C=O)C>[CH:3]1[C:8]([C:62]([OH:64])=[O:63])=[CH:7][C:6]2[C:12]([O:14][C:15]3([C:25]4[CH:26]=[CH:27][C:28]([OH:30])=[CH:29][C:24]=4[O:23][C:17]4[CH:18]=[C:19]([OH:22])[CH:20]=[CH:21][C:16]3=4)[C:5]=2[CH:4]=1)=[O:13]. Procedure: Peptide-resin obtained via Method 5 containing an ivDde protecting group on the epsilon nitrogen of lysine, was mixed with a solution of hydrazine in DMF (10% hydrazine/DMF, 2×10 mL, 10 min) to remove the ivDde group. The epsilon nitrogen of the lysine was labeled with fluorescein-5-isothiocyanate (0.12 mmol) and diisopropylethylamine (0.12 mmol) in DMF . The mixture was agitated for 12 h (fluorescein-containing compounds were protected from light). The resin was then washed with DMF (3×10 ml) a... Starting materials: CC1=C(N=CN1)CN1C(C2=C(N(C=3C=CC=CC23)C(OC)C2=CC=CC=C2)CC1)=O (2,3,4,5-tetrahydro-2-[(5-methyl-1H-imidazol-4-yl)-methyl]-5-[phenyl(methoxymethyl)]-1H-pyrido[4,3-b]indol-1-one), C(C)(=O)O (acetic acid), [OH-].[Na+] (sodium hydroxide). Reagents/catalysts: [Pd]=O (palladium oxide). The solvent is C(C)O (ethanol). Conditions: time 8 hour. The product is C(\C=C/C(=O)O)(=O)O.CC1=C(N=CN1)CN1C(C2=C(NC=3C=CC=CC23)CC1)=O (2,3,4,5-Tetrahydro-2-[(5-methyl-1H-imidazol-4-yl)methyl]-1H-pyrido-[4,3-b]indol-1-one maleate). Reaction SMILES: [CH3:1][C:2]1[NH:6][CH:5]=[N:4][C:3]=1[CH2:7][N:8]1[CH2:29][CH2:28][C:11]2[N:12]([CH:19]([C:22]3C=CC=CC=3)[O:20]C)[C:13]3[CH:14]=[CH:15][CH:16]=[CH:17][C:18]=3[C:10]=2[C:9]1=[O:30].[OH-:31].[Na+].[C:33]([OH:36])(=[O:35])[CH3:34]>C(O)C.[Pd]=O>[C:19]([OH:31])(=[O:20])/[CH:22]=[CH:34]\[C:33]([OH:36])=[O:35].[CH3:1][C:2]1[NH:6][CH:5]=[N:4][C:3]=1[CH2:7][N:8]1[CH2:29][CH2:28][C:11]2[NH:12][C:13]3[CH:14]=[CH:15][CH:16]=[CH:17][C:18]=3[C:10]=2[C:9]1=[O:30] |f:1.2,6.7|. Procedure details: A suspension of 2,3,4,5-tetrahydro-2-[(5-methyl-1H-imidazol-4-yl)-methyl]-5-[phenyl(methoxymethyl)]-1H-pyrido[4,3-b]indol-1-one (400 mg) in ethanol (20 ml) and glacial acetic acid (5 ml) was hydrogenated overnight at room temperature and atmospheric pressure over a pre-reduced 10% palladium oxide on carbon catalyst (50% aqueous paste; 100 mg). The reaction mixture was filtered and the residue was washed with ethanol (100 ml). The filtrate was concentrated in vacuo to give an oil, to which was ad...